From a dataset of the Open Reaction Database (ORD), a public repository of structured organic reaction records. describe an organic reaction: reactants, conditions, products, and yield Reactants: C(C)OCC(=O)C1=C(N=C(S1)N(C(OC(C)(C)C)=O)C)C=1OC=CC1 (tert-Butyl N-[5-(2-ethoxyacetyl)-4-(2-furyl)thiazol-2-yl]-N-methylcarbamate). Run in FC(C(=O)O)(F)F (trifluoroacetic acid). Conditions: time 1 hour. The product is O1C(=CC=C1)C=1N=C(SC1C(=O)COCC)NC (Ethoxymethyl 4-(2-furyl)-2-(methylamino)thiazol-5-yl ketone). The yield is 86.1%. Reaction SMILES: [CH2:1]([O:3][CH2:4][C:5]([C:7]1[S:11][C:10]([N:12](C)[C:13](=O)OC(C)(C)C)=[N:9][C:8]=1[C:21]1[O:22][CH:23]=[CH:24][CH:25]=1)=[O:6])[CH3:2]>FC(F)(F)C(O)=O>[O:22]1[CH:23]=[CH:24][CH:25]=[C:21]1[C:8]1[N:9]=[C:10]([NH:12][CH3:13])[S:11][C:7]=1[C:5]([CH2:4][O:3][CH2:1][CH3:2])=[O:6]. Reported procedure: Compound 623 (550 mg, 1.50 mmol) was dissolved in trifluoroacetic acid (2 mL), followed by stirring for 1 hour. The reaction mixture was concentrated under reduced pressure, and saturated sodium hydrogencarbonate was added to the resulting residue, followed by extraction with ethyl acetate. The organic layer was washed with a saturated aqueous solution of sodium chloride and dried over anhydrous magnesium sulfate, and then the solvent was distilled away under reduced pressure. The resulting resi...